This data is from the Open Reaction Database (ORD), a public repository of structured organic reaction records. The task is: describe an organic reaction: reactants, conditions, products, and yield Reactants: CCCC(=O)c1cc2c(=O)c(C(=O)OCC)cn(CC)c2cc1C, CCO, [Na+], [OH-]. Product: CCCC(=O)c1cc2c(=O)c(C(=O)O)cn(CC)c2cc1C. RXN SMILES: [CH2:1]([CH3:2])[O:3][C:4](=[O:5])[c:6]1[cH:7][n:8]([CH2:23][CH3:24])[c:9]2[cH:10][c:11]([CH3:22])[c:12]([C:17]([CH2:18][CH2:19][CH3:20])=[O:21])[cH:13][c:14]2[c:15]1=[O:16].[CH3:27][CH2:28][OH:29].[Na+:26].[OH-:25]>>[O:3]=[C:4]([OH:5])[c:6]1[cH:7][n:8]([CH2:23][CH3:24])[c:9]2[cH:10][c:11]([CH3:22])[c:12]([C:17]([CH2:18][CH2:19][CH3:20])=[O:21])[cH:13][c:14]2[c:15]1=[O:16]. Reactants: C(C1=CC=CC=C1)N[C@@H]1[C@@H](CN(CC1)C(=O)OC(C)(C)C)OCCCF (tert-Butyl cis(±)-4-(benzylamino)-3-(3-fluoropropoxy)piperidine-1-carboxylate), C(=O)[O-].[NH4+] (ammonium formate). The reagents and catalysts are [Pd] (Pd/C). Run in CO (methanol). Product: N[C@@H]1[C@@H](CN(CC1)C(=O)OC(C)(C)C)OCCCF (tert-Butyl cis(±)-4-amino-3-(3-fluoropropoxy)piperidine-1-carboxylate). Yield: 105.2%. Reaction SMILES: C([NH:8][C@H:9]1[CH2:14][CH2:13][N:12]([C:15]([O:17][C:18]([CH3:21])([CH3:20])[CH3:19])=[O:16])[CH2:11][C@H:10]1[O:22][CH2:23][CH2:24][CH2:25][F:26])C1C=CC=CC=1.C([O-])=O.[NH4+]>[Pd].CO>[NH2:8][C@H:9]1[CH2:14][CH2:13][N:12]([C:15]([O:17][C:18]([CH3:19])([CH3:20])[CH3:21])=[O:16])[CH2:11][C@H:10]1[O:22][CH2:23][CH2:24][CH2:25][F:26] |f:1.2|. Reported procedure: The same operation as in Example (95d) was performed using tert-butyl cis(±)-4-(benzylamino)-3-(3-fluoropropoxy)piperidine-1-carboxylate obtained in Example (127c) (1.06 g, 2.89 mmol), 10% Pd/C (wet, 0.4 g), ammonium formate (1.09 g, 17.4 mmol) and methanol (15 mL), to obtain 0.84 g of the title compound as a colorless oily substance (100%). Reaction conditions: temperature 20 celsius, time 3 hour. Yields the product C(C1=CC=CC=C1)NC(C1=C(C=CC(=C1)[N+](=O)[O-])N[C@@H]1CC[C@H](CC1)O)=O (N-benzyl-2-(trans-4-hydroxycyclohexylamino)-5-nitrobenzamide). Starting materials: O[C@@H]1CC[C@H](CC1)NC1=C(C(=O)O)C=C(C=C1)[N+](=O)[O-] (2-(trans-4-hydroxycyclohexylamino)-5-nitrobenzoic acid), ON1N=NC2=C1C=CC=C2 (1-hydroxybenzotriazole), C(C1=CC=CC=C1)N (benzylamine), Cl.CN(CCCN=C=NCC)C (1-[3-(dimethylamino)propyl]-3-ethylcarbodiimide hydrochloride). Run in C(C)(=O)OCC (ethyl acetate), CN(C=O)C (dimethylformamide). Procedure details: To a solution of 2-(trans-4-hydroxycyclohexylamino)-5-nitrobenzoic acid (125 mg) in dimethylformamide (2 mL) were added 1-hydroxybenzotriazole (96.4 mg), benzylamine (0.063 mL) and 1-[3-(dimethylamino)propyl]-3-ethylcarbodiimide hydrochloride (137 mg). The mixture was stirred for 3 hours at 20° C. The resulting mixture was diluted with ethyl acetate and washed successively with diluted hydrochloric acid, aqueous sodium bicarbonate and brine. The organic layer was dried over sodium sulfate and ev... As a reaction SMILES: [OH:1][C@H:2]1[CH2:7][CH2:6][C@H:5]([NH:8][C:9]2[CH:17]=[CH:16][C:15]([N+:18]([O-:20])=[O:19])=[CH:14][C:10]=2[C:11]([OH:13])=O)[CH2:4][CH2:3]1.ON1C2C=CC=CC=2N=N1.[CH2:31]([NH2:38])[C:32]1[CH:37]=[CH:36][CH:35]=[CH:34][CH:33]=1.Cl.CN(C)CCCN=C=NCC>CN(C)C=O.C(OCC)(=O)C>[CH2:31]([NH:38][C:11](=[O:13])[C:10]1[CH:14]=[C:15]([N+:18]([O-:20])=[O:19])[CH:16]=[CH:17][C:9]=1[NH:8][C@H:5]1[CH2:4][CH2:3][C@H:2]([OH:1])[CH2:7][CH2:6]1)[C:32]1[CH:37]=[CH:36][CH:35]=[CH:34][CH:33]=1 |f:3.4|. Starting materials: CC(C)CN, Cc1ccc(NC(=O)c2ccnc(Cl)c2)cc1-c1ccc(C(=O)NCC2CC2)cc1. Product: Cc1ccc(NC(=O)c2ccnc(NCC(C)C)c2)cc1-c1ccc(C(=O)NCC2CC2)cc1. Reaction SMILES: [CH2:31]([CH:32]([CH3:33])[CH3:34])[NH2:35].[Cl:1][c:2]1[cH:3][c:4]([C:5](=[O:6])[NH:7][c:8]2[cH:9][c:10](-[c:15]3[cH:16][cH:17][c:18]([C:21](=[O:22])[NH:23][CH2:24][CH:25]4[CH2:26][CH2:27]4)[cH:19][cH:20]3)[c:11]([CH3:14])[cH:12][cH:13]2)[cH:28][cH:29][n:30]1>>[c:2]1([NH:35][CH2:31][CH:32]([CH3:33])[CH3:34])[cH:3][c:4]([C:5](=[O:6])[NH:7][c:8]2[cH:9][c:10](-[c:15]3[cH:16][cH:17][c:18]([C:21](=[O:22])[NH:23][CH2:24][CH:25]4[CH2:26][CH2:27]4)[cH:19][cH:20]3)[c:11]([CH3:14])[cH:12][cH:13]2)[cH:28][cH:29][n:30]1. Starting materials: [H-].[Na+] (Sodium hydride), OC1(CC1)C(=O)OCC (ethyl 1-hydroxycyclopropanecarboxylate), BrC1=CC(=C(C=C1)F)[N+](=O)[O-] (4-bromo-1-fluoro-2-nitrobenzene). The reagents and catalysts are C1COCCOCCOCCOCCO1 (15-crown-5). The solvent is C1CCOC1 (THF), C(C)(=O)OCC (ethyl acetate). Conditions: time 15 minute. The product is BrC1=CC(=C(OC2(CC2)C(=O)OCC)C=C1)[N+](=O)[O-] (ethyl 1-(4-bromo-2-nitrophenoxy)cyclopropanecarboxylate). Yield: 66.6%. As a reaction SMILES: [H-].[Na+].[OH:3][C:4]1([C:7]([O:9][CH2:10][CH3:11])=[O:8])[CH2:6][CH2:5]1.[Br:12][C:13]1[CH:18]=[CH:17][C:16](F)=[C:15]([N+:20]([O-:22])=[O:21])[CH:14]=1>C1COCC1.C1OCCOCCOCCOCCOC1.C(OCC)(=O)C>[Br:12][C:13]1[CH:18]=[CH:17][C:16]([O:3][C:4]2([C:7]([O:9][CH2:10][CH3:11])=[O:8])[CH2:6][CH2:5]2)=[C:15]([N+:20]([O-:22])=[O:21])[CH:14]=1 |f:0.1|. Procedure details: Sodium hydride (60%, 166 mg, 4.15 mmol) was added to a solution of ethyl 1-hydroxycyclopropanecarboxylate (0.41 mL, 3.59 mmol) in THF (10 mL) at room temperature. After 15 min, 3 drops of 15-crown-5 were added followed by 4-bromo-1-fluoro-2-nitrobenzene (0.42 mL, 3.41 mmol). Mixture was stirred at room temperature for 24 hours. After diluting with 50 mL of ethyl acetate, mixture was quenched by addition of brine (25 mL) and layers were separated. Aqueous phase was extracted with ethyl acetate an... Reactants: ON1C(CCC1=O)=O.OC(=O)CCCC[C@@H]1SC[C@@H]2NC(=O)N[C@H]12 (biotin-N-hydroxysuccinimide), NCCC1=CC=C(C=C1)O (tyramine), C([O-])(O)=O.C(C)[NH+](CC)CC (triethylammonium bicarbonate). Solvent: CN(C=O)C (dimethylformamide). Run at temperature 50 celsius. Yields the product OC(=O)CCCC[C@@H]1SC[C@@H]2NC(=O)N[C@H]12.NCCC1=CC=C(C=C1)O (biotin tyramine). RXN SMILES: ON1C(=O)CCC1=O.[OH:9][C:10]([CH2:12][CH2:13][CH2:14][CH2:15][C@H:16]1[C@@H:24]2[C@@H:19]([NH:20][C:21]([NH:23]2)=[O:22])[CH2:18][S:17]1)=[O:11].[NH2:25][CH2:26][CH2:27][C:28]1[CH:33]=[CH:32][C:31]([OH:34])=[CH:30][CH:29]=1.C(=O)(O)[O-].C([NH+](CC)CC)C>CN(C)C=O>[OH:11][C:10]([CH2:12][CH2:13][CH2:14][CH2:15][C@H:16]1[C@@H:24]2[C@@H:19]([NH:20][C:21]([NH:23]2)=[O:22])[CH2:18][S:17]1)=[O:9].[NH2:25][CH2:26][CH2:27][C:28]1[CH:33]=[CH:32][C:31]([OH:34])=[CH:30][CH:29]=1 |f:0.1,3.4,6.7|. Procedure: a solution of biotin-N-hydroxysuccinimide, 170 mg (0.5 mMoles), and tyramine (recrystallized from water), 68.5 mg (0.5 mMoles), in 25 ml dimethylformamide was treated with 10 ml of 1M triethylammonium bicarbonate, pH 7.5, and then heated at 50° C. for 3 hours.